Dataset: the Open Reaction Database (ORD), a public repository of structured organic reaction records. Task: describe an organic reaction: reactants, conditions, products, and yield Starting materials: BrCCC1=C2C(C(=O)NC2=O)=CC=C1 (2-bromoethyl phthalimide), C(C)(C)(C)N (tert-butylamine), C([O-])([O-])=O.[K+].[K+] (potassium carbonate). Solvent: CN(C=O)C (dimethylformamide). Conditions: temperature 50 celsius. The product is C(C)(C)(C)NCCC12C(C(=O)NC1=O)C=CC=C2 (2-(2-tert-Butylaminoethyl)phthalimide). RXN SMILES: Br[CH2:2][CH2:3][C:4]1[CH:14]=[CH:13][CH:12]=[C:6]2C([NH:9][C:10](=[O:11])[C:5]=12)=O.[C:15]([NH2:19])([CH3:18])([CH3:17])[CH3:16].[C:20](=[O:23])([O-])[O-].[K+].[K+]>CN(C)C=O>[C:15]([NH:19][CH2:2][CH2:3][C:4]12[CH:14]=[CH:13][CH:12]=[CH:6][CH:5]1[C:10]([NH:9][C:20]2=[O:23])=[O:11])([CH3:18])([CH3:17])[CH3:16] |f:2.3.4|. Procedure: A mixture of 2-bromoethyl phthalimide (20 g, 2 equiv), tert-butylamine (41 ml, 1 equiv) and potassium carbonate (10.86 g, 2 equiv) in dimethylformamide (200 ml) was heated to 50° C. for 48 hours. Solvent was evaporated and the residue partitioned between dichloromethane and water. The organic phase was dried (K2CO3) and solvent removed to afford the title compound as an orange solid (18.93 g). 1H-NMR (CDCl3) δ 1.05 (9H, s), 2.85 (2H, t), 3.77 (2H, t), 7.72 (2H, m), 7.85 (2H, m). Starting materials: CCN=C=NCCCN(C)C, ClCCl, Cl, CC(CN1CCCC1)Oc1ccccc1CC(=O)O, O, Oc1cccc2[nH]nnc12, O=S1CCC(c2ccccc2)(c2ccccc2)C2CNCC21. Product: CC(CN1CCCC1)Oc1ccccc1CC(=O)N1CC2C(C1)C(c1ccccc1)(c1ccccc1)CCS2=O. RXN SMILES: [CH3:54][N:55]([CH3:56])[CH2:57][CH2:58][CH2:59][N:60]=[C:61]=[N:62][CH2:63][CH3:64].[Cl:65][CH2:66][Cl:67].[ClH:53].[N:34]1([CH2:39][CH:40]([CH3:41])[O:42][c:43]2[c:44]([CH2:49][C:50](=[O:51])[OH:52])[cH:45][cH:46][cH:47][cH:48]2)[CH2:35][CH2:36][CH2:37][CH2:38]1.[OH2:1].[OH:2][c:3]1[c:4]2[n:5][n:6][nH:7][c:8]2[cH:9][cH:10][cH:11]1.[c:12]1([C:18]2([c:28]3[cH:29][cH:30][cH:31][cH:32][cH:33]3)[CH2:19][CH2:20][S:21](=[O:27])[CH:22]3[CH2:23][NH:24][CH2:25][CH:26]23)[cH:13][cH:14][cH:15][cH:16][cH:17]1>>[c:12]1([C:18]2([c:28]3[cH:29][cH:30][cH:31][cH:32][cH:33]3)[CH2:19][CH2:20][S:21](=[O:27])[CH:22]3[CH2:23][N:24]([C:50]([CH2:49][c:44]4[c:43]([O:42][CH:40]([CH2:39][N:34]5[CH2:35][CH2:36][CH2:37][CH2:38]5)[CH3:41])[cH:48][cH:47][cH:46][cH:45]4)=[O:51])[CH2:25][CH:26]23)[cH:13][cH:14][cH:15][cH:16][cH:17]1. Reactants: [O-]P(OCc1ccccc1)OCc1ccccc1, [O-]P(OCc1ccccc1)OCc1ccccc1, CCO, CCOC(=O)Cl, [Na+], [Na]. The product is CCOC(=O)P(=O)(OCc1ccccc1)OCc1ccccc1. As a reaction SMILES: [CH2:21]([O:22][P:23]([O-:24])[O:25][CH2:26][c:27]1[cH:28][cH:29][cH:30][cH:31][cH:32]1)[c:33]1[cH:34][cH:35][cH:36][cH:37][cH:38]1.[CH2:2]([c:3]1[cH:4][cH:5][cH:6][cH:7][cH:8]1)[O:9][P:10]([O:11][CH2:12][c:13]1[cH:14][cH:15][cH:16][cH:17][cH:18]1)[O-:19].[CH3:45][CH2:46][OH:47].[Cl:39][C:40](=[O:41])[O:42][CH2:43][CH3:44].[Na+:20].[Na:1]>>[CH2:2]([c:3]1[cH:4][cH:5][cH:6][cH:7][cH:8]1)[O:9][P:10]([O:11][CH2:12][c:13]1[cH:14][cH:15][cH:16][cH:17][cH:18]1)(=[O:19])[C:40](=[O:41])[O:42][CH2:43][CH3:44]. The product is CC=1N=C(N2C(NN=CC21)=O)C=2C=C(C=CC2)C (8-Methyl-6-m-tolyl-imidazo[1,5-d]-as-triazine-4(3H)-one). Procedure details: A mixture of 3-[(5-methyl-2-m-tolyl-4-imidazolyl)-methylene]carbazic acid, methyl ester (5.1 gm., 0.019 mole) and o-dichlorobenzene (75 ml.) is heated slowly (45 minutes) to reflux, refluxed for 1.5 hours, then stirred at room temperature overnight (appr. 15-16 hours). The reaction mixture is filtered to afford 3.9 gm. (0.016 mole) title product. Recrystallization from o-dichlorobenzene yields partially solvated product, m.p. 188°-198° C. Solvent: ClC1=C(C=CC=C1)Cl (o-dichlorobenzene). Conditions: time 15.5 hour. RXN SMILES: [CH3:1][C:2]1[NH:6][C:5]([C:7]2[CH:8]=[C:9]([CH3:13])[CH:10]=[CH:11][CH:12]=2)=[N:4][C:3]=1[CH:14]=[N:15][NH:16][C:17]([O:19]C)=O>ClC1C=CC=CC=1Cl>[CH3:1][C:2]1[N:6]=[C:5]([C:7]2[CH:8]=[C:9]([CH3:13])[CH:10]=[CH:11][CH:12]=2)[N:4]2[C:3]=1[CH:14]=[N:15][NH:16][C:17]2=[O:19]. Reactants: CC1=C(N=C(N1)C=1C=C(C=CC1)C)C=NNC(=O)OC (3-[(5-methyl-2-m-tolyl-4-imidazolyl)-methylene]carbazic acid, methyl ester). Isolated yield 84.2%.